describe an organic reaction: reactants, conditions, products, and yield From a dataset of the Open Reaction Database (ORD), a public repository of structured organic reaction records. The reactants are ClC1=CC(=NC2=C(C=CC=C12)OC)C (4-chloro-8-methoxy-2-methylquinoline), ClC1=CC=C(C=C1)C(C1=CC=NC=C1)N (C-(4-chlorophenyl)-C-pyridin-4-yl-methylamine), CN(C=O)C (dimethylformamide). The solvent is C(C)#N (Acetonitrile). The product is ClC1=CC=C(C=C1)C(C1=CC=NC=C1)NC1=CC(=NC2=C(C=CC=C12)OC)C ([(4-Chlorophenyl)-pyridin-4-ylmethyl]-(8-methoxy-2-methylquinolin-4-yl)-amine). RXN SMILES: Cl[C:2]1[C:11]2[C:6](=[C:7]([O:12][CH3:13])[CH:8]=[CH:9][CH:10]=2)[N:5]=[C:4]([CH3:14])[CH:3]=1.[Cl:15][C:16]1[CH:21]=[CH:20][C:19]([CH:22]([NH2:29])[C:23]2[CH:28]=[CH:27][N:26]=[CH:25][CH:24]=2)=[CH:18][CH:17]=1.CN(C)C=O>C(#N)C>[Cl:15][C:16]1[CH:21]=[CH:20][C:19]([CH:22]([NH:29][C:2]2[C:11]3[C:6](=[C:7]([O:12][CH3:13])[CH:8]=[CH:9][CH:10]=3)[N:5]=[C:4]([CH3:14])[CH:3]=2)[C:23]2[CH:28]=[CH:27][N:26]=[CH:25][CH:24]=2)=[CH:18][CH:17]=1. Reported procedure: Preparation was made using a similar procedure as described in example 19, method 19.2. Starting materials were 4-chloro-8-methoxy-2-methylquinoline and C-(4-chlorophenyl)-C-pyridin-4-yl-methylamine. Acetonitrile was used as solvent instead of dimethylformamide. Starting materials: O=C([O-])[O-], CI, CN(C)C=O, O=[N+]([O-])c1ccc(F)c(F)c1O, [K+], [K+], O. The product is COc1c([N+](=O)[O-])ccc(F)c1F. RXN SMILES: [C:13](=[O:14])([O-:15])[O-:16].[CH3:19][I:20].[CH3:22][N:23]([CH3:24])[CH:25]=[O:26].[F:1][c:2]1[c:3]([OH:12])[c:4]([N+:9](=[O:10])[O-:11])[cH:5][cH:6][c:7]1[F:8].[K+:17].[K+:18].[OH2:21]>>[F:1][c:2]1[c:3]([O:12][CH3:13])[c:4]([N+:9](=[O:10])[O-:11])[cH:5][cH:6][c:7]1[F:8]. Starting materials: C=CCCCBr, C1CCOC1, CCOCC, C1CC2OC2C1, [Cu]I, [Mg]. Product: C=CCCCC1CCCC1O. Reaction SMILES: [Br:1][CH2:2][CH2:3][CH2:4][CH:5]=[CH2:6].[CH2:19]1[O:20][CH2:21][CH2:22][CH2:23]1.[CH3:14][CH2:15][O:16][CH2:17][CH3:18].[CH:8]12[CH:9]([CH2:10][CH2:11][CH2:12]1)[O:13]2.[Cu:24][I:25].[Mg:7]>>[CH2:2]([CH2:3][CH2:4][CH:5]=[CH2:6])[CH:8]1[CH:9]([OH:13])[CH2:10][CH2:11][CH2:12]1.